From a dataset of the Open Reaction Database (ORD), a public repository of structured organic reaction records. describe an organic reaction: reactants, conditions, products, and yield Reactants: CCOC(=O)COc1cc(C(C)C)ccc1CCNS(=O)(=O)c1cc(C#N)ccc1OC, CCO, [Na+], [OH-]. The product is COc1ccc(C#N)cc1S(=O)(=O)NCCc1ccc(C(C)C)cc1OCC(=O)O. As a reaction SMILES: [C:1](#[N:2])[c:3]1[cH:4][cH:5][c:6]([O:31][CH3:32])[c:7]([S:9](=[O:10])(=[O:11])[NH:12][CH2:13][CH2:14][c:15]2[c:16]([O:17][CH2:18][C:19](=[O:20])[O:21][CH2:22][CH3:23])[cH:24][c:25]([CH:28]([CH3:29])[CH3:30])[cH:26][cH:27]2)[cH:8]1.[CH3:35][CH2:36][OH:37].[Na+:34].[OH-:33]>>[C:1](#[N:2])[c:3]1[cH:4][cH:5][c:6]([O:31][CH3:32])[c:7]([S:9](=[O:10])(=[O:11])[NH:12][CH2:13][CH2:14][c:15]2[c:16]([O:17][CH2:18][C:19](=[O:20])[OH:21])[cH:24][c:25]([CH:28]([CH3:29])[CH3:30])[cH:26][cH:27]2)[cH:8]1. Starting materials: [BH4-], CC(=O)O, CCO, COc1cc(C=C[N+](=O)[O-])ccc1O, [Na+], C1CCOC1, O. The product is COc1cc(CC[N+](=O)[O-])ccc1O. Reaction SMILES: [BH4-:1].[CH3:17][C:18](=[O:19])[OH:20].[CH3:21][CH2:22][OH:23].[CH3:3][O:4][c:5]1[c:6]([OH:16])[cH:7][cH:8][c:9]([CH:11]=[CH:12][N+:13](=[O:14])[O-:15])[cH:10]1.[Na+:2].[O:24]1[CH2:25][CH2:26][CH2:27][CH2:28]1.[OH2:29]>>[CH3:3][O:4][c:5]1[c:6]([OH:16])[cH:7][cH:8][c:9]([CH2:11][CH2:12][N+:13](=[O:14])[O-:15])[cH:10]1. The reactants are N1=C(C=CC=C1)C=1C=NC(=CC1)NC(CC=1C=NC(=C(C1)C)Cl)=O (N-(2,3′-bipyridin-6′-yl)-2-(6-chloro-5-methylpyridin-3-yl)acetamide), CC1=NC=CC(=C1)[Sn](CCCC)(CCCC)CCCC (2-methyl-4-(tributylstannyl)pyridine). Reagents/catalysts: C=1C=CC(=CC1)[P](C=2C=CC=CC2)(C=3C=CC=CC3)[Pd]([P](C=4C=CC=CC4)(C=5C=CC=CC5)C=6C=CC=CC6)([P](C=7C=CC=CC7)(C=8C=CC=CC8)C=9C=CC=CC9)[P](C=1C=CC=CC1)(C=1C=CC=CC1)C=1C=CC=CC1 (Pd(PPh3)4). The solvent is CN(C)C=O (DMF). Conditions: temperature 118 celsius. The product is N1=C(C=CC=C1)C=1C=NC(=CC1)NC(CC=1C=C(C(=NC1)C1=CC(=NC=C1)C)C)=O (N-(2,3′-bipyridin-6′-yl)-2-(2′,3-dimethyl-2,4′-bipyridin-5-yl)acetamide). As a reaction SMILES: [N:1]1[CH:6]=[CH:5][CH:4]=[CH:3][C:2]=1[C:7]1[CH:8]=[N:9][C:10]([NH:13][C:14](=[O:24])[CH2:15][C:16]2[CH:17]=[N:18][C:19](Cl)=[C:20]([CH3:22])[CH:21]=2)=[CH:11][CH:12]=1.[CH3:25][C:26]1[CH:31]=[C:30]([Sn](CCCC)(CCCC)CCCC)[CH:29]=[CH:28][N:27]=1>C1C=CC([P]([Pd]([P](C2C=CC=CC=2)(C2C=CC=CC=2)C2C=CC=CC=2)([P](C2C=CC=CC=2)(C2C=CC=CC=2)C2C=CC=CC=2)[P](C2C=CC=CC=2)(C2C=CC=CC=2)C2C=CC=CC=2)(C2C=CC=CC=2)C2C=CC=CC=2)=CC=1.CN(C=O)C>[N:1]1[CH:6]=[CH:5][CH:4]=[CH:3][C:2]=1[C:7]1[CH:8]=[N:9][C:10]([NH:13][C:14](=[O:24])[CH2:15][C:16]2[CH:21]=[C:20]([CH3:22])[C:19]([C:30]3[CH:29]=[CH:28][N:27]=[C:26]([CH3:25])[CH:31]=3)=[N:18][CH:17]=2)=[CH:11][CH:12]=1 |^1:48,50,69,88|. Procedure details: To a reaction tube were added 5 N-(2,3′-bipyridin-6′-yl)-2-(6-chloro-5-methylpyridin-3-yl)acetamide 124-2 (52 mg, 0.15 mmol), 2-methyl-4-(tributylstannyl)pyridine (115 mg, 0.3 mmol), and Pd(PPh3)4 (35 mg, 0.03 mmol). The tube was subjected to vacuum and back filled with argon. DMF (1.0 ml) was added and the mixture was heated in 118° C. oil bath overnight. After cooled to room temperature, the mixture was filtered through celite, washed and diluted with ethyl acetate (30 ml) and extracted with 0... The reactants are CCOC(=O)c1cc2ccc(CO)cc2s1, ClCCl, O=[Mn]=O. The product is CCOC(=O)c1cc2ccc(C=O)cc2s1. RXN SMILES: [CH2:1]([CH3:2])[O:3][C:4](=[O:5])[c:6]1[cH:7][c:8]2[c:9]([s:10]1)[cH:11][c:12]([CH2:15][OH:16])[cH:13][cH:14]2.[Cl:17][CH2:18][Cl:19].[O:20]=[Mn:21]=[O:22]>>[CH2:1]([CH3:2])[O:3][C:4](=[O:5])[c:6]1[cH:7][c:8]2[c:9]([s:10]1)[cH:11][c:12]([CH:15]=[O:16])[cH:13][cH:14]2. Starting materials: CCc1cccc2c1C(=O)OC2=O, CC(=O)[O-], CC(=O)O, Cl, NC1CCC(=O)NC1=O, [Na+]. The product is CCc1cccc2c1C(=O)N(C1CCC(=O)NC1=O)C2=O. Reaction SMILES: [CH2:1]([CH3:2])[c:3]1[c:4]2[c:5]([cH:11][cH:12][cH:13]1)[C:6](=[O:7])[O:8][C:9]2=[O:10].[CH3:25][C:26](=[O:27])[O-:28].[CH3:29][C:30](=[O:31])[OH:32].[ClH:14].[NH2:15][CH:16]1[C:17](=[O:23])[NH:18][C:19](=[O:22])[CH2:20][CH2:21]1.[Na+:24]>>[CH2:1]([CH3:2])[c:3]1[c:4]2[c:5]([cH:11][cH:12][cH:13]1)[C:6](=[O:8])[N:15]([CH:16]1[C:17](=[O:23])[NH:18][C:19](=[O:22])[CH2:20][CH2:21]1)[C:9]2=[O:10]. The reactants are C(C)NC=1C=CC2=C(N3C(S2)=NCC3)C1 (N-ethyl-2,3-dihydroimidazo[2,1-b]benzothiazol-6-amine), C(C)(=O)O (acetic acid), Cl (hydrogen chloride). Run in CC(C)O (2-propanol). The product is Cl.C(C)NC=1C=CC2=C(N3C(S2)=NCC3)C1 (N-ethyl-2,3-dihydroimidazo[2,1-b]benzothiazol-6-amine monohydrochloride). As a reaction SMILES: [CH2:1]([NH:3][C:4]1[CH:5]=[CH:6][C:7]2[S:11][C:10]3=[N:12][CH2:13][CH2:14][N:9]3[C:8]=2[CH:15]=1)[CH3:2].C(O)(=O)C.[ClH:20]>CC(O)C>[ClH:20].[CH2:1]([NH:3][C:4]1[CH:5]=[CH:6][C:7]2[S:11][C:10]3=[N:12][CH2:13][CH2:14][N:9]3[C:8]=2[CH:15]=1)[CH3:2] |f:4.5|. Procedure: A stirred and warm solution of 4.5 parts of N-ethyl-2,3-dihydroimidazo[2,1-b]benzothiazol-6-amine in 30 parts of acetic acid is acidified with 2-propanol, saturated with gaseous hydrogen chloride. After cooling to room temperature, the formed hydrochloride salt is filtered off and dried at 150° C., yielding 2.1 parts of N-ethyl-2,3-dihydroimidazo[2,1-b]benzothiazol-6-amine monohydrochloride; mp. 289.2° C. Starting materials: O (H2O), CCO (EtOH), [NH4+].[OH-] (NH4OH), ClC1=C2NC(N(C2=NC(=N1)NC1=C(C=CC(=C1)F)[N+](=O)[O-])[C@@H]1CC[C@H](CC1)O)=O (6-chloro-2-(5-fluoro-2-nitrophenylamino)-9-(trans-4-hydroxycyclohexyl)-7H-purin-8(9H)-one). Reaction conditions: temperature 90 celsius, time 15 minute. The reagents and catalysts are [Fe] (iron). Procedure: 6-chloro-2-(5-fluoro-2-nitrophenylamino)-9-(trans-4-hydroxycyclohexyl)-7H-purin-8(9H)-one (13.5 mg, 0.03 mmol) was dissolved in CH3COOH:H2O:EtOH (1 mL:2.5 mL:5 mL) and iron powder (18 mg, 0.32 mmol, 10 equiv.) was added. The reaction mixture was then heated to 90° C. with continuous stirring for 15 minutes. Completion of the reaction was monitored by analytical HPLC and MS analysis. The reaction mixture was cooled to room temperature. Saturated NH4OH was added to the cooled solution slowly, with... Yield: 101.8%. RXN SMILES: [Cl:1][C:2]1[N:10]=[C:9]([NH:11][C:12]2[CH:17]=[C:16]([F:18])[CH:15]=[CH:14][C:13]=2[N+:19]([O-])=O)[N:8]=[C:7]2[C:3]=1[NH:4][C:5](=[O:29])[N:6]2[C@H:22]1[CH2:27][CH2:26][C@H:25]([OH:28])[CH2:24][CH2:23]1.O.CCO.[NH4+].[OH-]>CC(O)=O.CCOC(C)=O.[Fe]>[NH2:19][C:13]1[CH:14]=[CH:15][C:16]([F:18])=[CH:17][C:12]=1[NH:11][C:9]1[N:8]=[C:7]2[C:3]([NH:4][C:5](=[O:29])[N:6]2[C@H:22]2[CH2:23][CH2:24][C@H:25]([OH:28])[CH2:26][CH2:27]2)=[C:2]([Cl:1])[N:10]=1 |f:3.4|. Run in CC(=O)O (CH3COOH), CCOC(=O)C (EtOAc). Product: NC1=C(C=C(C=C1)F)NC1=NC(=C2NC(N(C2=N1)[C@@H]1CC[C@H](CC1)O)=O)Cl (2-(2-amino-5-fluorophenylamino)-6-chloro-9-(trans-4-hydroxycyclohexyl)-7H-purin-8(9H)-one).